From a dataset of the Open Reaction Database (ORD), a public repository of structured organic reaction records. describe an organic reaction: reactants, conditions, products, and yield The reactants are Br, CN1CCC(C(O)(c2ccc(F)cc2)c2cccnc2)CC1, O. The product is CN1CCC(=C(c2ccc(F)cc2)c2cccnc2)CC1. As a reaction SMILES: [BrH:23].[F:1][c:2]1[cH:3][cH:4][c:5]([C:8]([OH:9])([c:10]2[cH:11][n:12][cH:13][cH:14][cH:15]2)[CH:16]2[CH2:17][CH2:18][N:19]([CH3:22])[CH2:20][CH2:21]2)[cH:6][cH:7]1.[OH2:24]>>[F:1][c:2]1[cH:3][cH:4][c:5]([C:8]([c:10]2[cH:11][n:12][cH:13][cH:14][cH:15]2)=[C:16]2[CH2:17][CH2:18][N:19]([CH3:22])[CH2:20][CH2:21]2)[cH:6][cH:7]1.